This data is from the Open Reaction Database (ORD), a public repository of structured organic reaction records. The task is: describe an organic reaction: reactants, conditions, products, and yield Reported procedure: Prepared according to the procedure described for example 44 from 5-[(3,5-dichloro-4-pyridyl)sulfanyl]-4-nitro-thiophene-2-carboxylic acid (35 mg, 0.1 mmol) and 1-methylpyrrolidin-3-amine (10.0 mg, 0.1 mmol). The title compound was obtained as a solid (4.3 mg, 10% yield). MS m/z: 432.84, 434.84 [M+H]+. Reaction SMILES: [Cl:1][C:2]1[CH:3]=[N:4][CH:5]=[C:6]([Cl:20])[C:7]=1[S:8][C:9]1[S:13][C:12]([C:14]([OH:16])=O)=[CH:11][C:10]=1[N+:17]([O-:19])=[O:18].[CH3:21][N:22]1[CH2:26][CH2:25][CH:24]([NH2:27])[CH2:23]1>>[Cl:20][C:6]1[CH:5]=[N:4][CH:3]=[C:2]([Cl:1])[C:7]=1[S:8][C:9]1[S:13][C:12]([C:14]([NH:27][CH:24]2[CH2:25][CH2:26][N:22]([CH3:21])[CH2:23]2)=[O:16])=[CH:11][C:10]=1[N+:17]([O-:19])=[O:18]. Yield: 10.0%. Starting materials: ClC=1C=NC=C(C1SC1=C(C=C(S1)C(=O)O)[N+](=O)[O-])Cl (5-[(3,5-dichloro-4-pyridyl)sulfanyl]-4-nitro-thiophene-2-carboxylic acid), CN1CC(CC1)N (1-methylpyrrolidin-3-amine). Yields the product ClC=1C=NC=C(C1SC1=C(C=C(S1)C(=O)NC1CN(CC1)C)[N+](=O)[O-])Cl (5-((3,5-dichloropyridin-4-yl)thio)-N-(1-methylpyrrolidin-3-yl)-4-nitrothiophene-2-carboxamide), solid. Reactants: C(C)(C)(C)N (tert-butylamine), C(C1=CC=CC=C1)(=O)N (benzamide), BrCCCCOC1=C(C(=O)NC2=C3C=CNC3=CC=C2)C=CC=C1 (2-(4-bromobutoxy)-N-(1H-indol4-yl)benzamide). Solvent: CCOCC (ether). Yields the product CC(C)(C)NCCCCOC1=C(C(=O)NC2=C3C=CNC3=CC=C2)C=CC=C1 (2-[4-[1,1-dimethylethylamino]-butoxy]-N-(1H-indol-4-yl)benzamide). As a reaction SMILES: [C:1]([NH2:5])([CH3:4])([CH3:3])[CH3:2].C(N)(=O)C1C=CC=CC=1.Br[CH2:16][CH2:17][CH2:18][CH2:19][O:20][C:21]1[CH:38]=[CH:37][CH:36]=[CH:35][C:22]=1[C:23]([NH:25][C:26]1[CH:34]=[CH:33][CH:32]=[C:31]2[C:27]=1[CH:28]=[CH:29][NH:30]2)=[O:24]>CCOCC>[CH3:2][C:1]([NH:5][CH2:16][CH2:17][CH2:18][CH2:19][O:20][C:21]1[CH:38]=[CH:37][CH:36]=[CH:35][C:22]=1[C:23]([NH:25][C:26]1[CH:34]=[CH:33][CH:32]=[C:31]2[C:27]=1[CH:28]=[CH:29][NH:30]2)=[O:24])([CH3:4])[CH3:3]. Reported procedure: Using the procedure of Example 30 but at 50° C. and replacing tert-pentylamine by tert-butylamine and 2-(3-chloropropoxy)-N-1H-indol-4-yl)benzamide by 2-(4-bromobutoxy)-N-(1H-indol4-yl)benzamide, and with chromatography on silica (eluant: CHCl3 /acetone/TEA of 6:3:1), the residue was taken up in ether to obtain 2-[4-[1,1-dimethylethylamino]-butoxy]-N-(1H-indol-4-yl)benzamide melting at 147° C. The acid fumarate, which melted at 224°-225° C. with sublimation after crystallization from ethanol, wa... Reactants: O=C([O-])[O-], O=C([O-])O, CS(C)=O, O=[N+]([O-])c1ccc(Cl)cn1, [Cs+], [Cs+], O=C(Nc1ccc(O)c(F)c1)OCc1ccccc1, [Na+], O. Product: O=C(Nc1ccc(Oc2ccc([N+](=O)[O-])nc2)c(F)c1)OCc1ccccc1. RXN SMILES: [C:20](=[O:21])([O-:22])[O-:23].[C:36](=[O:37])([O-:38])[OH:39].[CH3:41][S:42](=[O:43])[CH3:44].[Cl:26][c:27]1[cH:28][cH:29][c:30]([N+:33](=[O:34])[O-:35])[n:31][cH:32]1.[Cs+:24].[Cs+:25].[F:1][c:2]1[cH:3][c:4]([NH:9][C:10]([O:11][CH2:12][c:13]2[cH:14][cH:15][cH:16][cH:17][cH:18]2)=[O:19])[cH:5][cH:6][c:7]1[OH:8].[Na+:40].[OH2:45]>>[F:1][c:2]1[cH:3][c:4]([NH:9][C:10]([O:11][CH2:12][c:13]2[cH:14][cH:15][cH:16][cH:17][cH:18]2)=[O:19])[cH:5][cH:6][c:7]1[O:8][c:27]1[cH:28][cH:29][c:30]([N+:33](=[O:34])[O-:35])[n:31][cH:32]1.